From a dataset of the Open Reaction Database (ORD), a public repository of structured organic reaction records. describe an organic reaction: reactants, conditions, products, and yield Reactants: CS(=O)(=O)NC1=CC=C(NCC(=O)C2=CC=CC=C2)C=C1 (2-(4-Methanesulfonamidoanilino)acetophenone), C(#N)CC(=O)OCC (ethyl cyanoacetate), C(C)(=O)[O-].[NH4+] (ammonium acetate), C(C)O (ethanol). Solvent: O (water). Run at temperature 25 celsius, time 30 minute. The product is C(#N)C=1C(N(CC1C1=CC=CC=C1)C1=CC=C(C=C1)NS(=O)(=O)C)=O (3-Cyano-1-(4-methanesulfonamidophenyl)-4-phenyl-3-pyrrolin-2-one). RXN SMILES: [CH3:1][S:2]([NH:5][C:6]1[CH:21]=[CH:20][C:9]([NH:10][CH2:11][C:12]([C:14]2[CH:19]=[CH:18][CH:17]=[CH:16][CH:15]=2)=O)=[CH:8][CH:7]=1)(=[O:4])=[O:3].[C:22]([CH2:24][C:25](OCC)=[O:26])#[N:23].C([O-])(=O)C.[NH4+].C(O)C>O>[C:22]([C:24]1[C:25](=[O:26])[N:10]([C:9]2[CH:20]=[CH:21][C:6]([NH:5][S:2]([CH3:1])(=[O:4])=[O:3])=[CH:7][CH:8]=2)[CH2:11][C:12]=1[C:14]1[CH:19]=[CH:18][CH:17]=[CH:16][CH:15]=1)#[N:23] |f:2.3|. Procedure details: 2-(4-Methanesulfonamidoanilino)acetophenone (5.0 g, 16.4 mmol), ethyl cyanoacetate (4.5 g, 39.4 mmol) and ammonium acetate (1.5 g, 19.5 mmol) were combined in a 100 mL round-bottomed flask equipped with a magnetic stir bar. The mixture was lowered into a pre-heated 140° C. oil bath, and became a stirrable melt within several minutes. Heating continued for 35 min during which time ethanol and water byproducts were observed boiling off, and a bright yellow solid formed amidst the dark supernatant.... Starting materials: COC(=O)C1=CC(=C2C=CN=C(C2=C1)C1CC1)OC(C)=O (5-Acetoxy-1-cyclopropyl-isoquinoline-7-carboxylic acid methyl ester), C(=O)([O-])[O-].[K+].[K+] (K2CO3), Cl (HCl). Solvent: C1CCOC1 (THF), CO (MeOH), CCOC(=O)C (EtOAc). Conditions: time 20 hour. The product is COC(=O)C1=CC(=C2C=CN=C(C2=C1)C1CC1)O (1-Cyclopropyl-5-hydroxy-isoquinoline-7-carboxylic Acid Methyl Ester). Reaction SMILES: [CH3:1][O:2][C:3]([C:5]1[CH:14]=[C:13]2[C:8]([CH:9]=[CH:10][N:11]=[C:12]2[CH:15]2[CH2:17][CH2:16]2)=[C:7]([O:18]C(=O)C)[CH:6]=1)=[O:4].C([O-])([O-])=O.[K+].[K+].Cl>C1COCC1.CO.CCOC(C)=O>[CH3:1][O:2][C:3]([C:5]1[CH:14]=[C:13]2[C:8]([CH:9]=[CH:10][N:11]=[C:12]2[CH:15]2[CH2:16][CH2:17]2)=[C:7]([OH:18])[CH:6]=1)=[O:4] |f:1.2.3|. Procedure: 5-Acetoxy-1-cyclopropyl-isoquinoline-7-carboxylic acid methyl ester (12.7 g, 44.6 mmol) was dissolved in THF (90 ml)-MeOH (30 ml) and K2CO3 (3.69 g, 26.7 mmol) was added thereto. After stirring at room temperature for 20 h, the reaction mixture was diluted with EtOAc and diluted HCl aq. (26.7 mmol). The mixture was extracted with EtOAc and the organic layer was washed with brine, dried over MgSO4. The desiccant was removed through filtration and the filtrate was concentrated under reduced pressu... The reactants are CN(C)C=O, ClCc1cccnc1, Cl, COc1cc(N)c(Cl)cc1C(=O)NC1CCNCC1OC, [Na+], [Na+], O=C([O-])[O-]. Yields the product COc1cc(N)c(Cl)cc1C(=O)NC1CCN(Cc2cccnc2)CC1OC. RXN SMILES: [CH3:37][N:38]([CH3:39])[CH:40]=[O:41].[Cl:2][CH2:3][c:4]1[cH:5][n:6][cH:7][cH:8][cH:9]1.[ClH:1].[NH2:10][c:11]1[cH:12][c:13]([O:29][CH3:30])[c:14]([C:15](=[O:16])[NH:17][CH:18]2[CH:19]([O:24][CH3:25])[CH2:20][NH:21][CH2:22][CH2:23]2)[cH:26][c:27]1[Cl:28].[Na+:31].[Na+:32].[O-:33][C:34](=[O:35])[O-:36]>>[CH2:3]([c:4]1[cH:5][n:6][cH:7][cH:8][cH:9]1)[N:21]1[CH2:20][CH:19]([O:24][CH3:25])[CH:18]([NH:17][C:15]([c:14]2[c:13]([O:29][CH3:30])[cH:12][c:11]([NH2:10])[c:27]([Cl:28])[cH:26]2)=[O:16])[CH2:23][CH2:22]1. The product is B, CC(C)(C)c1ccc(Pc2ccc(C(C)(C)C)cc2)cc1. As a reaction SMILES: [Al+3:30].[BH4-:5].[C:7]([CH3:8])([CH3:9])([CH3:10])[c:11]1[cH:12][cH:13][c:14]([PH:17]([c:18]2[cH:19][cH:20][c:21]([C:24]([CH3:25])([CH3:26])[CH3:27])[cH:22][cH:23]2)=[O:28])[cH:15][cH:16]1.[CH2:35]1[O:36][CH2:37][CH2:38][CH2:39]1.[CH3:41][c:42]1[cH:43][cH:44][cH:45][cH:46][cH:47]1.[Ce+3:2].[Cl-:1].[Cl-:3].[Cl-:4].[H-:29].[H-:32].[H-:33].[H-:34].[Li+:31].[Na+:6].[OH2:40]>>[BH3:5].[C:7]([CH3:8])([CH3:9])([CH3:10])[c:11]1[cH:12][cH:13][c:14]([PH:17][c:18]2[cH:19][cH:20][c:21]([C:24]([CH3:25])([CH3:26])[CH3:27])[cH:22][cH:23]2)[cH:15][cH:16]1. The reactants are [Al+3], [BH4-], CC(C)(C)c1ccc([PH](=O)c2ccc(C(C)(C)C)cc2)cc1, C1CCOC1, Cc1ccccc1, [Ce+3], [Cl-], [Cl-], [Cl-], [H-], [H-], [H-], [H-], [Li+], [Na+], O. Reactants: ClC1=C2C(=NC=C1)C=C(S2)C(=O)N2C[C@@H](CC2)O (7-chloro-2-[(R)-3-hydroxypyrrolidine-1-carbonyl]thieno[3,2-b]pyridine), CNC(=O)C=1C2=C(SC1CC)C=C(C=C2)O (2-ethyl-6-hydroxybenzo[b]thiophene-3-carboxylic acid methylamide), C(=O)([O-])[O-].[Cs+].[Cs+] (Cs2CO3). Yields the product CNC(=O)C=1C2=C(SC1CC)C=C(C=C2)OC2=C1C(=NC=C2)C=C(S1)C(=O)N1C[C@@H](CC1)O (2-Ethyl-6-[(2-{[(3R)-3-hydroxypyrrolidin-1-yl]carbonyl}thieno[3,2-b]pyridin-7-yl)oxy]benzo[b]thiophene-3-carboxylic acid methylamide). Isolated yield 63.1%. Reaction SMILES: Cl[C:2]1[CH:7]=[CH:6][N:5]=[C:4]2[CH:8]=[C:9]([C:11]([N:13]3[CH2:17][CH2:16][C@@H:15]([OH:18])[CH2:14]3)=[O:12])[S:10][C:3]=12.[CH3:19][NH:20][C:21]([C:23]1[C:24]2[CH:33]=[CH:32][C:31]([OH:34])=[CH:30][C:25]=2[S:26][C:27]=1[CH2:28][CH3:29])=[O:22].C([O-])([O-])=O.[Cs+].[Cs+]>>[CH3:19][NH:20][C:21]([C:23]1[C:24]2[CH:33]=[CH:32][C:31]([O:34][C:2]3[CH:7]=[CH:6][N:5]=[C:4]4[CH:8]=[C:9]([C:11]([N:13]5[CH2:17][CH2:16][C@@H:15]([OH:18])[CH2:14]5)=[O:12])[S:10][C:3]=34)=[CH:30][C:25]=2[S:26][C:27]=1[CH2:28][CH3:29])=[O:22] |f:2.3.4|. Procedure details: This material was prepared by reacting 7-chloro-2-{[(3R)-3-hydroxypyrrolidin-1-yl]carbonyl}thieno[3,2-b]pyridine 4a (71 mg, 0.25 mmole) with 2-ethyl-6-hydroxybenzo[b]thiophene-3-carboxylic acid methylamide 134d (71 mg, 0.30 mmole) and Cs2CO3 (244 mg, 0.75 mmole) in a manner analogous to that described for example 1 to give a light brown solid (76 mg, 63%). 1H NMR (DMSO-d6, 300 MHz), δ8.58 (1H, d, J=5.56 Hz), 8.32 (1H, q, J=4.38 Hz), 8.07, 8.00 (1H, s), 7.98 (1H, d, J=2.27 Hz), 7.80 (1H, d, J=8.8... Starting materials: O (water), N1C=C(C=2C1=NC=CC2)C=C2C(NC(S2)=S)=O (5-(1H-pyrrolo[2,3-b]pyridin-3-ylmethylene)-2-thioxo-thiazolidin-4-one), IC (iodomethane), CCN(C(C)C)C(C)C (DIEA). Solvent: C(C)O (ethanol). Conditions: temperature 100 celsius, time 2 hour. The product is CSC=1SC(C(N1)=O)=CC1=CNC2=NC=CC=C21 (2-methylsulfanyl-5-(1H-pyrrolo[2,3-b]pyridin-3-ylmethylene)-thiazol-4-one). The yield is 65.4%. Reaction SMILES: [NH:1]1[C:5]2=[N:6][CH:7]=[CH:8][CH:9]=[C:4]2[C:3]([CH:10]=[C:11]2[S:15][C:14](=[S:16])[NH:13][C:12]2=[O:17])=[CH:2]1.IC.[CH3:20]CN(C(C)C)C(C)C.O>C(O)C>[CH3:20][S:16][C:14]1[S:15][C:11](=[CH:10][C:3]2[C:4]3[C:5](=[N:6][CH:7]=[CH:8][CH:9]=3)[NH:1][CH:2]=2)[C:12](=[O:17])[N:13]=1. Reported procedure: The suspension of 5-(1H-pyrrolo[2,3-b]pyridin-3-ylmethylene)-2-thioxo-thiazolidin-4-one (2.2 g, 8.22 mmol), iodomethane (1.05 mL, 16.8 mmol) and DIEA (3.0 mL, 16.8 mmol) in anhydrous ethanol (110 mL) was stirred at 100° C. for 2 h. After adding water (200 mL), the solid was collected by filtration, washed with water and dried to obtain 2-methylsulfanyl-5-(1H-pyrrolo[2,3-b]pyridin-3-ylmethylene)-thiazol-4-one (1.48 g, 60.8%) as a grey solid. LC-MS m/e 276 (MH+). Run in C(OC)COC (dimethoxyethane), CO (methanol). Yields the product C(C1=CC=CC=C1)OC=1C=C2C(=C(N(C2=CC1)CCCOC1=CC=CC2=CC=CC=C12)C(=O)OCC)C1=C(C=CC=C1)C(F)(F)F (ethyl 5-(benzyloxy)-1-(3-(naphthalen-1-yloxy)propyl)-3-(2-(trifluoromethyl)phenyl)-1H-indole-2-carboxylate). RXN SMILES: [CH2:1]([O:8][C:9]1[CH:10]=[C:11]2[C:15](=[CH:16][CH:17]=1)[N:14]([CH2:18][CH2:19][CH2:20][O:21][C:22]1[C:31]3[C:26](=[CH:27][CH:28]=[CH:29][CH:30]=3)[CH:25]=[CH:24][CH:23]=1)[C:13]([C:32]([O:34][CH2:35][CH3:36])=[O:33])=[C:12]2Br)[C:2]1[CH:7]=[CH:6][CH:5]=[CH:4][CH:3]=1.[F:38][C:39]([F:50])([F:49])[C:40]1[CH:45]=[CH:44][CH:43]=[CH:42][C:41]=1B(O)O.[F-].[Cs+]>C(COC)OC.CO.C1C=CC([P]([Pd]([P](C2C=CC=CC=2)(C2C=CC=CC=2)C2C=CC=CC=2)([P](C2C=CC=CC=2)(C2C=CC=CC=2)C2C=CC=CC=2)[P](C2C=CC=CC=2)(C2C=CC=CC=2)C2C=CC=CC=2)(C2C=CC=CC=2)C2C=CC=CC=2)=CC=1>[CH2:1]([O:8][C:9]1[CH:10]=[C:11]2[C:15](=[CH:16][CH:17]=1)[N:14]([CH2:18][CH2:19][CH2:20][O:21][C:22]1[C:31]3[C:26](=[CH:27][CH:28]=[CH:29][CH:30]=3)[CH:25]=[CH:24][CH:23]=1)[C:13]([C:32]([O:34][CH2:35][CH3:36])=[O:33])=[C:12]2[C:41]1[CH:42]=[CH:43][CH:44]=[CH:45][C:40]=1[C:39]([F:50])([F:49])[F:38])[C:2]1[CH:7]=[CH:6][CH:5]=[CH:4][CH:3]=1 |f:2.3,^1:64,66,85,104|. Reagents/catalysts: C=1C=CC(=CC1)[P](C=2C=CC=CC2)(C=3C=CC=CC3)[Pd]([P](C=4C=CC=CC4)(C=5C=CC=CC5)C=6C=CC=CC6)([P](C=7C=CC=CC7)(C=8C=CC=CC8)C=9C=CC=CC9)[P](C=1C=CC=CC1)(C=1C=CC=CC1)C=1C=CC=CC1 (tetrakis(triphenylphosphine)palladium(0)). Reactants: C(C1=CC=CC=C1)OC=1C=C2C(=C(N(C2=CC1)CCCOC1=CC=CC2=CC=CC=C12)C(=O)OCC)Br (ethyl 5-(benzyloxy)-3-bromo-1-(3-(naphthalen-1-yloxy)propyl)-1H-indole-2-carboxylate), FC(C1=C(C=CC=C1)B(O)O)(F)F (2-(trifluoromethyl)phenylboronic acid), [F-].[Cs+] (cesium fluoride). Procedure: A mixture of EXAMPLE 135B (30 mg), 2-(trifluoromethyl)phenylboronic acid (15.3 mg), tetrakis(triphenylphosphine)palladium(0) (3.1 mg) and cesium fluoride (16.3 mg) in dimethoxyethane (1.4 ml) and methanol (0.7 ml) was heated at 100° C. in a microwave reactor (CEM Discover) for 30 minutes and was concentrated. The residue was purified by flash chromatography, eluting with 0%-100% dichloromethane in hexane, to provide ethyl 5-(benzyloxy)-1-(3-(naphthalen-1-yloxy)propyl)-3-(2-(trifluoromethyl)pheny... Starting materials: O=C([C@@H](O)[C@@H](O)[C@H](O)CO)[O-].[K+] (potassium D-lyxonate), Cl (HCl). The product is C1([C@@H](O)[C@@H](O)[C@@H](CO)O1)=O (D-lyxono-1,4lactone). As a reaction SMILES: [O:1]=[C:2]([O-:11])[C@H:3]([C@H:5]([C@@H:7]([CH2:9][OH:10])O)[OH:6])[OH:4].[K+].Cl>>[C:2]1(=[O:1])[O:11][C@H:7]([CH2:9][OH:10])[C@H:5]([OH:6])[C@@H:3]1[OH:4] |f:0.1|. Procedure details: reacting the potassium D-lyxonate in alcoholic solution with gaseous HCl to provide furanose ring closure and form the D-lyxono-1,4lactone, Starting materials: II (iodine), Cl (hydrochloric acid), II (iodine), C(=O)CCCCCCC(=O)OCC1=CC=CC=C1 (benzyl 7-formylheptanoate), BrCC(=O)OC(C)(C)C (t-butyl bromoacetate), Cl (hydrochloric acid). The reagents and catalysts are [Zn] (zinc). Run in O1CCCC1 (tetrahydrofuran), O1CCCC1 (tetrahydrofuran). Yields the product C(C)(C)(C)OC(CC(CCCCCCC(=O)OCC1=CC=CC=C1)O)=O (3-hydroxydecanedioic acid 10-benzyl ester-1-t-butyl ester). As a reaction SMILES: II.[CH:3]([CH2:5][CH2:6][CH2:7][CH2:8][CH2:9][CH2:10][C:11]([O:13][CH2:14][C:15]1[CH:20]=[CH:19][CH:18]=[CH:17][CH:16]=1)=[O:12])=[O:4].Br[CH2:22][C:23]([O:25][C:26]([CH3:29])([CH3:28])[CH3:27])=[O:24].Cl>[Zn].O1CCCC1>[C:26]([O:25][C:23](=[O:24])[CH2:22][CH:3]([OH:4])[CH2:5][CH2:6][CH2:7][CH2:8][CH2:9][CH2:10][C:11]([O:13][CH2:14][C:15]1[CH:16]=[CH:17][CH:18]=[CH:19][CH:20]=1)=[O:12])([CH3:29])([CH3:28])[CH3:27]. Procedure: A stirred suspension of 59 g. (0.75 g-atom) of activated zinc in 500 ml. of dry tetrahydrofuran containing a crystal of iodine is brought to reflux under nitrogen. To this is added slowly a solution of 12.1 g. (0.50 mol.) of benzyl 7-formylheptanoate and 117 g. (0.60 mol.) of t-butyl bromoacetate in 500 ml. of dry tetrahydrofuran. Within a few minutes, the solution becomes cloudy and the iodine color disappears, indicating that the reaction has started. After the addition is complete (30 minutes... The reactants are ClC=1C=C2C(C(NC2=CC1)=O)(NC)C1=C(C=CC=C1)Cl (5-chloro-3-(2-chlorophenyl)-1,3-dihydro-3-(methylamino)indol-2-one), ClS(=O)(=O)C1=C(C=C(C(=O)OCC2=CC=CC=C2)C=C1)OC (benzyl 4-chlorosulfonyl-3-methoxybenzoate). Product: ClC=1C=C2C(C(N(C2=CC1)S(=O)(=O)C1=C(C=C(C(=O)OCC2=CC=CC=C2)C=C1)OC)=O)(NC)C1=C(C=CC=C1)Cl (Benzyl 4-[[5-chloro-3-(2-chlorophenyl)-2,3-dihydro-3-(methylamino)-2-oxoindol-1-yl]sulfonyl]-3-methoxybenzoate). Isolated yield 86.2%. Reaction SMILES: [Cl:1][C:2]1[CH:3]=[C:4]2[C:8](=[CH:9][CH:10]=1)[NH:7][C:6](=[O:11])[C:5]2([C:14]1[CH:19]=[CH:18][CH:17]=[CH:16][C:15]=1[Cl:20])[NH:12][CH3:13].Cl[S:22]([C:25]1[CH:40]=[CH:39][C:28]([C:29]([O:31][CH2:32][C:33]2[CH:38]=[CH:37][CH:36]=[CH:35][CH:34]=2)=[O:30])=[CH:27][C:26]=1[O:41][CH3:42])(=[O:24])=[O:23]>>[Cl:1][C:2]1[CH:3]=[C:4]2[C:8](=[CH:9][CH:10]=1)[N:7]([S:22]([C:25]1[CH:40]=[CH:39][C:28]([C:29]([O:31][CH2:32][C:33]3[CH:38]=[CH:37][CH:36]=[CH:35][CH:34]=3)=[O:30])=[CH:27][C:26]=1[O:41][CH3:42])(=[O:24])=[O:23])[C:6](=[O:11])[C:5]2([C:14]1[CH:19]=[CH:18][CH:17]=[CH:16][C:15]=1[Cl:20])[NH:12][CH3:13]. Reported procedure: This compound is prepared according to the procedure described in step A of EXAMPLE 28 from 6 g of 5-chloro-3-(2-chlorophenyl)-1,3-dihydro-3-(methylamino)indol-2-one and 6.66 g of benzyl 4-chlorosulfonyl-3-methoxybenzoate. 10.3 g of the expected product are obtained after crystallization from iso ether.